This data is from the Open Reaction Database (ORD), a public repository of structured organic reaction records. The task is: describe an organic reaction: reactants, conditions, products, and yield Reactants: example 1.1 ( b ), Cl.N1(CCNCC1)C1=NC2=CC=CC=C2N=C1 (2-piperazin-1-yl-quinoxaline hydrochloride), C(C(C)C)OC1=C(C(=O)O)C=C(C=C1)S(=O)(=O)C (2-isobutoxy-5-methanesulfonyl-benzoic acid), C(C)(=O)OCC (ethyl acetate). The solvent is C(C)#N (acetonitrile). Yields the product C(C(C)C)OC1=C(C=C(C=C1)S(=O)(=O)C)C(=O)N1CCN(CC1)C1=NC2=CC=CC=C2N=C1 ((2-Isobutoxy-5-methanesulfonyl-phenyl)-(4-quinoxalin-2-yl-piperazin-1-yl)-methanone). Reaction SMILES: Cl.[N:2]1([C:8]2[CH:17]=[N:16][C:15]3[C:10](=[CH:11][CH:12]=[CH:13][CH:14]=3)[N:9]=2)[CH2:7][CH2:6][NH:5][CH2:4][CH2:3]1.[CH2:18]([O:22][C:23]1[CH:31]=[CH:30][C:29]([S:32]([CH3:35])(=[O:34])=[O:33])=[CH:28][C:24]=1[C:25](O)=[O:26])[CH:19]([CH3:21])[CH3:20].C(OCC)(=O)C>C(#N)C>[CH2:18]([O:22][C:23]1[CH:31]=[CH:30][C:29]([S:32]([CH3:35])(=[O:34])=[O:33])=[CH:28][C:24]=1[C:25]([N:5]1[CH2:4][CH2:3][N:2]([C:8]2[CH:17]=[N:16][C:15]3[C:10](=[CH:11][CH:12]=[CH:13][CH:14]=3)[N:9]=2)[CH2:7][CH2:6]1)=[O:26])[CH:19]([CH3:21])[CH3:20] |f:0.1|. Procedure: Prepared in analogy to example 1.1 (b) from 2-piperazin-1-yl-quinoxaline hydrochloride and 2-isobutoxy-5-methanesulfonyl-benzoic acid (example 2.4) in acetonitrile. Chromatography (SiO2; ethyl acetate) yields the title compound as a yellowish foam. Conditions: time 30 minute. Solvent: CN(C)C=O (DMF), CN(C)C=O (DMF). Yields the product C(C)(=O)NNC(CC1N(CCC1)C1=C(C(=C(C=C1)C#N)Cl)C)=O (N′-acetyl-2-[1-(3-chloro-4-cyano-2-methylphenyl)pyrrolidin-2-yl]acetohydrazide). RXN SMILES: [Cl:1][C:2]1[C:3]([CH3:18])=[C:4]([N:10]2[CH2:17][CH2:16][CH2:15][C@H:11]2[C:12](O)=O)[CH:5]=[CH:6][C:7]=1[C:8]#[N:9].C(N(CC)C(C)C)(C)C.CN([C:31]([O:35]N1N=NC2C=CC=CC1=2)=[N+](C)C)C.[B-](F)(F)(F)F.[C:50]([NH:53][NH2:54])(=[O:52])[CH3:51]>CN(C=O)C>[C:50]([NH:53][NH:54][C:31](=[O:35])[CH2:12][CH:11]1[CH2:15][CH2:16][CH2:17][N:10]1[C:4]1[CH:5]=[CH:6][C:7]([C:8]#[N:9])=[C:2]([Cl:1])[C:3]=1[CH3:18])(=[O:52])[CH3:51] |f:2.3|. The reactants are ClC=1C(=C(C=CC1C#N)N1[C@H](C(=O)O)CCC1)C (1-(3-chloro-4-cyano-2-methylphenyl)proline), C(C)(C)N(C(C)C)CC (N,N-diisopropylethylamine), CN(C)C(=[N+](C)C)ON1C2=C(C=CC=C2)N=N1.[B-](F)(F)(F)F (TBTU), C(C)(=O)NN (acetic hydrazide). Procedure: To a solution of 1-(3-chloro-4-cyano-2-methylphenyl)proline (0.600 g, 2.268 mmol), N,N-diisopropylethylamine (0.876 g, 6.816 mmol) and TBTU (1.092 g, 3.402 mmol) in DMF add a solution of acetic hydrazide (0.252 g, 3.402 mmols) in DMF. Leave to stand for 30 mins then partition between ethyl acetate and 2N aqueous hydrochloric acid. Extract the organic with 10% (w/w) aqueous sodium carbonate solution, then brine. Dry over magnesium sulphate, filter and concentrate under reduced pressure gives the ... The reactants are FC=1C=C(C=CC1)C1OC2=CC=C(C=C2C(C1)=O)O (2-(3-fluorophenyl)-6-hydroxychroman-4one), OC1=C(C=C(C=C1)O)C(C)=O (2′,5′-dihydroxyacetophenone), BrC=1C=C(C=O)C=CC1 (3-bromobenzaldehyde). Yields the product BrC=1C=C(C=CC1)C1OC2=CC=C(C=C2C(C1)=O)O (2-(3-Bromophenyl)-6-hydroxychroman-4-one). Reaction SMILES: F[C:2]1[CH:3]=[C:4]([CH:8]2[CH2:17][C:16](=[O:18])[C:15]3[C:10](=[CH:11][CH:12]=[C:13]([OH:19])[CH:14]=3)[O:9]2)[CH:5]=[CH:6][CH:7]=1.OC1C=CC(O)=CC=1C(=O)C.[Br:31]C1C=C(C=CC=1)C=O>>[Br:31][C:2]1[CH:3]=[C:4]([CH:8]2[CH2:17][C:16](=[O:18])[C:15]3[C:10](=[CH:11][CH:12]=[C:13]([OH:19])[CH:14]=3)[O:9]2)[CH:5]=[CH:6][CH:7]=1. Procedure: 2-(3-Bromophenyl)-6-hydroxychroman-4-one was prepared as described for 2-(3-fluorophenyl)-6-hydroxychroman-4one in Example 9(a) starting from 3.0 g of 2′,5′-dihydroxyacetophenone and 2.3 ml of 3-bromobenzaldehyde. The product was recrystallised from acetic acid. 1H NMR (300 MHz, d6-DMSO) δ: 9.41 (s, 1H), 7.50 (m, 1H), 7.59-7.53 (m, 2H), 7.39 (m, 1H), 7.12 (d, 1H, J 2.9 Hz), 7.05 (dd, 1H, J 8.8, 2.9 Hz), 6.98 (d, 1H, J 8.8 Hz), 5.57 (dd, 1H, J 13.0, 2.9 Hz), 3.12 (dd, 1H, J −16.9, 13.0 Hz), 2.81 ... Starting materials: O1CCN(CC1)C1=CC=C(C=C1)C(C)N1CCC(CC1)(O)CC(C1=CC=CC=C1)=O (N-(1-(4-morpholinophenyl)ethyl)-4-benzoylmethyl-4-piperidinol), O1CCN(CC1)C1=CC=C(C=C1)C(C)N1CCC(CC1)(O)CC(C1=CC=CC=C1)=O (N-(1-(4-morpholino phenyl)ethyl)-4-benzoylmethyl-4-piperidinol), ClCCl (dichloromethane), CCN(CC)S(F)(F)F (DAST), ClCCl (dichloromethane), C(=O)=O.CC(=O)C (dry ice acetone). Conditions: temperature -75 celsius, time 1 hour. Product: Cl.O1CCN(CC1)C1=CC=C(C=C1)C(C)N1CCC(CC1)(F)CC(C1=CC=CC=C1)=O (N-(1-(4-morpholinophenyl)ethyl)-4-benzoylmethyl-4-fluoropiperidine hydrochloride). Isolated yield 40.5%. Reaction SMILES: [O:1]1[CH2:6][CH2:5][N:4]([C:7]2[CH:12]=[CH:11][C:10]([CH:13]([N:15]3[CH2:20][CH2:19][C:18]([CH2:22][C:23](=[O:30])[C:24]4[CH:29]=[CH:28][CH:27]=[CH:26][CH:25]=4)(O)[CH2:17][CH2:16]3)[CH3:14])=[CH:9][CH:8]=2)[CH2:3][CH2:2]1.C(=O)=O.CC(C)=O.CCN(S(F)(F)[F:44])CC.[Cl:47]CCl>>[ClH:47].[O:1]1[CH2:6][CH2:5][N:4]([C:7]2[CH:12]=[CH:11][C:10]([CH:13]([N:15]3[CH2:20][CH2:19][C:18]([CH2:22][C:23](=[O:30])[C:24]4[CH:29]=[CH:28][CH:27]=[CH:26][CH:25]=4)([F:44])[CH2:17][CH2:16]3)[CH3:14])=[CH:9][CH:8]=2)[CH2:3][CH2:2]1 |f:1.2,5.6|. Procedure: N-(1-(4-morpholinophenyl)ethyl)-4-benzoylmethyl-4-piperidinol (III-27) is firstly prepared according to the method of synthesis and post-treatment in Example 27. 1.63 g (4.0 mmol) of N-(1-(4-morpholino phenyl)ethyl)-4-benzoylmethyl-4-piperidinol is dissolved into 20 ml of anhydrous dichloromethane and cooled with dry ice-acetone with temperature controlled at below <−70° C. The reaction solution is added dropwise a dichloromethane solution (8 mol, 25 ml) of DAST protecting of nitrogen gas. After... The reactants are COCc1c(F)c(F)c(COC(=O)C(=C(C)C)c2cnc(C(C)(C)C)nc2)c(F)c1F, C[Si](C)(C)[N-][Si](C)(C)C, CC(=O)O, [Li+], C1CCOC1. The product is C=C(C)C(C(=O)OCc1c(F)c(F)c(COC)c(F)c1F)c1cnc(C(C)(C)C)nc1. As a reaction SMILES: [CH3:11][C:12]([CH3:13])([CH3:14])[c:15]1[n:16][cH:17][c:18]([C:21]([C:22](=[O:23])[O:24][CH2:25][c:26]2[c:27]([F:38])[c:28]([F:37])[c:29]([CH2:34][O:35][CH3:36])[c:30]([F:33])[c:31]2[F:32])=[C:39]([CH3:40])[CH3:41])[cH:19][n:20]1.[CH3:1][Si:2]([CH3:3])([CH3:4])[N-:5][Si:6]([CH3:7])([CH3:8])[CH3:9].[CH3:42][C:43](=[O:44])[OH:45].[Li+:10].[O:46]1[CH2:47][CH2:48][CH2:49][CH2:50]1>>[CH3:11][C:12]([CH3:13])([CH3:14])[c:15]1[n:16][cH:17][c:18]([CH:21]([C:22](=[O:23])[O:24][CH2:25][c:26]2[c:27]([F:38])[c:28]([F:37])[c:29]([CH2:34][O:35][CH3:36])[c:30]([F:33])[c:31]2[F:32])[C:39](=[CH2:40])[CH3:41])[cH:19][n:20]1. Starting materials: C(=O)N[C@](C(=O)O)(C)C1=CC=CC=C1 ((R)-2-Formamido-2-phenylpropanoic acid), C(=O)N[C@@](C(=O)O)(C)C1=CC=CC=C1 ((S)-2-Formamido-2-phenylpropanoic acid). Yields the product N[C@](C(=O)OCC)(C)C1=CC=CC=C1 ((R)-Ethyl 2-amino-2-phenylpropanoate). As a reaction SMILES: C([NH:3][C@@:4]([C:9]1[CH:14]=[CH:13][CH:12]=[CH:11][CH:10]=1)([CH3:8])[C:5]([OH:7])=[O:6])=O.C(N[C@:18](C1C=CC=CC=1)(C)[C:19](O)=O)=O>>[NH2:3][C@@:4]([C:9]1[CH:14]=[CH:13][CH:12]=[CH:11][CH:10]=1)([CH3:8])[C:5]([O:7][CH2:18][CH3:19])=[O:6]. Procedure: The title compound was prepared (1.12 g, 76%) by the procedure of Example 445C substituting the product of Example 450A for the product of Example 445B. Reactants: BrC=1C=CC2=C(C=C(O2)C(=O)OCC)C1 (ethyl 5-bromo-2-benzofurancarboxylate), [BH4-].[Na+] (sodium borohydride), Cl (HCl), O (water). The solvent is O1CCCC1 (tetrahydrofuran). Reaction conditions: time 18 hour. The product is BrC=1C=CC2=C(C=C(O2)CO)C1 ((5-Bromo-2-benzofuranyl)methanol). Yield: 64.0%. As a reaction SMILES: [Br:1][C:2]1[CH:3]=[CH:4][C:5]2[O:9][C:8]([C:10](OCC)=[O:11])=[CH:7][C:6]=2[CH:15]=1.[BH4-].[Na+].O.Cl>O1CCCC1>[Br:1][C:2]1[CH:3]=[CH:4][C:5]2[O:9][C:8]([CH2:10][OH:11])=[CH:7][C:6]=2[CH:15]=1 |f:1.2|. Reported procedure: A solution of ethyl 5-bromo-2-benzofurancarboxylate (2.20 g, 8.19 mmol) in tetrahydrofuran (75 ml) was added with sodium borohydride (1.24 g) and some drops of water. The mixture was refluxed under stirring for 18 h and, after that, was added with some drops of concentrated HCl. The volatiles were evaporated off and the resulting residue was diluted with water and extracted with ethyl ether (3×75 ml). After drying and evaporating off the solvent under reduced pressure, a crude was obtained which...